The task is: describe an organic reaction: reactants, conditions, products, and yield. This data is from the Open Reaction Database (ORD), a public repository of structured organic reaction records. Reactants: Cl (HCl), FC=1C=CC2=C(NC(=N2)C2CCN(CC2)CC2=CC=C(C=C2)C2=NC=C(C#N)C=C2C2=CC=CC=C2)C1 (6-(4-{[4-(6-fluoro-1H-benzimidazol-2-yl)piperidin-1-yl]methyl}phenyl)-5-phenylnicotinonitrile), [Li+].C[Si](C)(C)[N-][Si](C)(C)C (LiHMDS), amine, N1CCC(CC1)N1C(NC2=C1C=CC=C2)=O (1-piperidin-4-yl-1,3-dihydro-2H-benzimidazol-2-one), [OH-].[Na+] (NaOH). Solvent: C1CCOC1 (THF). Run at time 1.5 hour. Yields the product FC=1C=CC2=C(NC(=N2)C2CCN(CC2)CC2=CC=C(C=C2)C2=C(C=C(C=N2)C(N)=N)C2=CC=CC=C2)C1 (6-(4-{[4-(6fluoro-1H-benzimidazol-2-yl)piperidin-1-yl]methyl}phenyl)-5-phenylpyridine-3-carboximidamide). Reaction SMILES: [F:1][C:2]1[CH:3]=[CH:4][C:5]2[N:9]=[C:8]([CH:10]3[CH2:15][CH2:14][N:13]([CH2:16][C:17]4[CH:22]=[CH:21][C:20]([C:23]5[C:30]([C:31]6[CH:36]=[CH:35][CH:34]=[CH:33][CH:32]=6)=[CH:29][C:26]([C:27]#[N:28])=[CH:25][N:24]=5)=[CH:19][CH:18]=4)[CH2:12][CH2:11]3)[NH:7][C:6]=2[CH:37]=1.[NH:38]1CCC(N2C3C=CC=CC=3NC2=O)CC1.[Li+].C[Si]([N-][Si](C)(C)C)(C)C.Cl.[OH-].[Na+]>C1COCC1>[F:1][C:2]1[CH:3]=[CH:4][C:5]2[N:9]=[C:8]([CH:10]3[CH2:15][CH2:14][N:13]([CH2:16][C:17]4[CH:22]=[CH:21][C:20]([C:23]5[N:24]=[CH:25][C:26]([C:27](=[NH:38])[NH2:28])=[CH:29][C:30]=5[C:31]5[CH:32]=[CH:33][CH:34]=[CH:35][CH:36]=5)=[CH:19][CH:18]=4)[CH2:12][CH2:11]3)[NH:7][C:6]=2[CH:37]=1 |f:2.3,5.6|. Procedure: To a solution of 6-(4-{[4-(6-fluoro-1H-benzimidazol-2-yl)piperidin-1-yl]methyl}phenyl)-5-phenylnicotinonitrile (3-1, 0.050 g, 0.103 mmol, prepared according to Scheme 1, but substituting the appropriate amine for (1-4)) in anhydrous THF (3 mL)@0° C. was added LiHMDS (1 M in THF, 0.513 mL, 0.513 mmol). The reaction was allowed to warm to rt and stirred for 1.5 hr. 1M HCl (1.5 mL) was added and reaction stirred for 30 min. 1M NaOH (3 mL) was then added and the resulting mixture was extracted with ... Reactants: NNc1cccc(Cl)n1, Cl, O=N[O-], [Na+], O. Reaction SMILES: [Cl:1][c:2]1[n:3][c:4]([NH:8][NH2:9])[cH:5][cH:6][cH:7]1.[ClH:10].[N:11]([O-:12])=[O:13].[Na+:14].[OH2:15]>>[Cl:1][c:2]1[n:3][c:4]([N:8]=[N+:9]=[N-:11])[cH:5][cH:6][cH:7]1. Yields the product [N-]=[N+]=Nc1cccc(Cl)n1. Starting materials: C(C1=CC=CC=C1)(C1=CC=CC=C1)N1CCN(CC1)CCO (2-(4-benzhydryl piperazine-1-yl)ethanol), COC(=O)C1=C(NC(=C(C1C1=CC(=CC=C1)[N+](=O)[O-])C(=O)O)C)C (2,6-dimethyl-4-(3-nitro-phenyl)-1,4-dihydro-pyridine-3,5-dicarboxylic acid monomethyl ester), C1(CCCCC1)N=C=NC1CCCCC1 (dicyclohexyl carbodiimide), CN(C)C1=NC=CC=C1 (dimethylamino pyridine). Run in C1(=CC=CC=C1)C (toluene). Run at temperature 72.5 celsius. Yields the product CC1=C(C(C(=C(N1)C)C(=O)OCCN2CCN(CC2)C(C=3C=CC=CC3)C=4C=CC=CC4)C=5C=CC=C(C5)[N+](=O)[O-])C(=O)OC (manidipine). The yield is 54.4%. As a reaction SMILES: [CH3:1][O:2][C:3]([C:5]1[CH:10]([C:11]2[CH:16]=[CH:15][CH:14]=[C:13]([N+:17]([O-:19])=[O:18])[CH:12]=2)[C:9]([C:20]([OH:22])=[O:21])=[C:8]([CH3:23])[NH:7][C:6]=1[CH3:24])=[O:4].C1(N=C=NC2CCCCC2)CCCCC1.CN(C1C=CC=CN=1)C.[CH:49]([N:62]1[CH2:67][CH2:66][N:65]([CH2:68][CH2:69]O)[CH2:64][CH2:63]1)([C:56]1[CH:61]=[CH:60][CH:59]=[CH:58][CH:57]=1)[C:50]1[CH:55]=[CH:54][CH:53]=[CH:52][CH:51]=1>C1(C)C=CC=CC=1>[CH3:24][C:6]1[NH:7][C:8]([CH3:23])=[C:9]([C:20]([O:22][CH2:69][CH2:68][N:65]2[CH2:64][CH2:63][N:62]([CH:49]([C:56]3[CH:57]=[CH:58][CH:59]=[CH:60][CH:61]=3)[C:50]3[CH:51]=[CH:52][CH:53]=[CH:54][CH:55]=3)[CH2:67][CH2:66]2)=[O:21])[CH:10]([C:11]2[CH:16]=[CH:15][CH:14]=[C:13]([N+:17]([O-:19])=[O:18])[CH:12]=2)[C:5]=1[C:3]([O:2][CH3:1])=[O:4]. Reported procedure: To a suspension of 2,6-dimethyl-4-(3-nitro-phenyl)-1,4-dihydro-pyridine-3,5-dicarboxylic acid monomethyl ester (5 gm), dicyclohexyl carbodiimide (3.08 gm) and dimethylamino pyridine (0.25 gm) in toluene (30 ml) at room temperature was added 2-(4-benzhydryl piperazine-1-yl)ethanol (7.5 gm). Reaction mass was then heated to 70-75° C. for 2 hours. Reaction mass was then cooled to room temperature and filtered. Toluene layer was concentrated under vacuum to get manidipine base (5 gm).